This data is from the Open Reaction Database (ORD), a public repository of structured organic reaction records. The task is: describe an organic reaction: reactants, conditions, products, and yield Starting materials: F[B-](F)(F)F, CCN(C(C)C)C(C)C, ClCCl, Cl, NC1CCC(CNc2nc(NCc3ccccc3OC(F)(F)F)ncc2[N+](=O)[O-])CC1, CN(C)C=O, O=C(O)Cc1ccncc1, CN(C)C(On1nnc2ccccc21)=[N+](C)C. Yields the product O=C(Cc1ccncc1)NC1CCC(CNc2nc(NCc3ccccc3OC(F)(F)F)ncc2[N+](=O)[O-])CC1. RXN SMILES: [B-:43]([F:44])([F:45])([F:46])[F:47].[CH:65]([N:66]([CH2:67][CH3:68])[CH:69]([CH3:70])[CH3:71])([CH3:72])[CH3:73].[Cl:74][CH2:75][Cl:76].[ClH:32].[NH2:1][CH:2]1[CH2:3][CH2:4][CH:5]([CH2:8][NH:9][c:10]2[n:11][c:12]([NH:19][CH2:20][c:21]3[c:22]([O:27][C:28]([F:29])([F:30])[F:31])[cH:23][cH:24][cH:25][cH:26]3)[n:13][cH:14][c:15]2[N+:16](=[O:17])[O-:18])[CH2:6][CH2:7]1.[O:77]=[CH:78][N:79]([CH3:80])[CH3:81].[n:33]1[cH:34][cH:35][c:36]([CH2:39][C:40](=[O:41])[OH:42])[cH:37][cH:38]1.[n:48]1([O:49][C:50]([N:51]([CH3:52])[CH3:53])=[N+:54]([CH3:55])[CH3:56])[c:57]2[cH:58][cH:59][cH:60][cH:61][c:62]2[n:63][n:64]1>>[NH:1]([CH:2]1[CH2:3][CH2:4][CH:5]([CH2:8][NH:9][c:10]2[n:11][c:12]([NH:19][CH2:20][c:21]3[c:22]([O:27][C:28]([F:29])([F:30])[F:31])[cH:23][cH:24][cH:25][cH:26]3)[n:13][cH:14][c:15]2[N+:16](=[O:17])[O-:18])[CH2:6][CH2:7]1)[C:40]([CH2:39][c:36]1[cH:35][cH:34][n:33][cH:38][cH:37]1)=[O:41].